Dataset: the Open Reaction Database (ORD), a public repository of structured organic reaction records. Task: describe an organic reaction: reactants, conditions, products, and yield Reactants: C(C(=O)Cl)(=O)Cl (oxalyl chloride), COCCOCC(=O)O (2-(2-methoxyethoxy)-acetic acid). The reagents and catalysts are CN(C)C=O (DMF). The solvent is C(Cl)Cl (methylene chloride). Conditions: time 17 hour. Product: COCCOCC(=O)Cl (2-(2-Methoxyethoxy)-acetic Acid Chloride). RXN SMILES: [C:1]([Cl:6])(=[O:5])[C:2](Cl)=[O:3].[CH3:7][O:8][CH2:9][CH2:10]OCC(O)=O>CN(C=O)C.C(Cl)Cl>[CH3:7][O:8][CH2:9][CH2:10][O:3][CH2:2][C:1]([Cl:6])=[O:5]. Procedure: Under a nitrogen atmosphere, 2.56 ml (29.8 mmol) of oxalyl chloride and 2 drops of DMF are added to 1.69 ml (14.9 mmol) of 2-(2-methoxyethoxy)-acetic acid (Fluka; Buchs/Switzerland) in 75 ml of methylene chloride. After 17 h at RT, the reaction mixture is carefully concentrated by evaporation in a RE with the exclusion of moisture. A 1H-NMR spectrum of the residue exhibits the signals of the title compound in addition to signals of ≈40% solvent (especially methylene chloride): 1H-NMR (200 MHz, C...